describe an organic reaction: reactants, conditions, products, and yield From a dataset of the Open Reaction Database (ORD), a public repository of structured organic reaction records. Starting materials: CCOC(=O)c1cnn(CC(=O)OC(C)(C)C)c1, O=C(O)C(F)(F)F. As a reaction SMILES: [C:1]([CH3:2])([CH3:3])([CH3:4])[O:5][C:6]([CH2:7][n:8]1[n:9][cH:10][c:11]([C:13](=[O:14])[O:15][CH2:16][CH3:17])[cH:12]1)=[O:18].[OH:19][C:20]([C:21]([F:22])([F:23])[F:24])=[O:25]>>[O:5]=[C:6]([CH2:7][n:8]1[n:9][cH:10][c:11]([C:13](=[O:14])[O:15][CH2:16][CH3:17])[cH:12]1)[OH:18]. Product: CCOC(=O)c1cnn(CC(=O)O)c1.